describe an organic reaction: reactants, conditions, products, and yield From a dataset of the Open Reaction Database (ORD), a public repository of structured organic reaction records. The reactants are ice water, C(C1=CC=CC=C1)C1(CCC(CC1)O)N(C)C (4-benzyl-4-dimethylaminocyclohexanol), FC1=CC=C(CCl)C=C1 (4-fluorobenzyl chloride), CC(C)([O-])C.[K+] (potassium tert.-butoxide). The solvent is CN(C=O)C (dimethylformamide). The product is C(C1=CC=CC=C1)C1(CCC(CC1)OCC1=CC=C(C=C1)F)N(C)C ([1-benzyl-4-(4-fluorobenzyloxy)cyclohexyl]dimethylamine). Yield: 54.0%. RXN SMILES: [CH2:1]([C:8]1([N:15]([CH3:17])[CH3:16])[CH2:13][CH2:12][CH:11]([OH:14])[CH2:10][CH2:9]1)[C:2]1[CH:7]=[CH:6][CH:5]=[CH:4][CH:3]=1.CC(C)([O-])C.[K+].[F:24][C:25]1[CH:32]=[CH:31][C:28]([CH2:29]Cl)=[CH:27][CH:26]=1>CN(C)C=O>[CH2:1]([C:8]1([N:15]([CH3:16])[CH3:17])[CH2:13][CH2:12][CH:11]([O:14][CH2:29][C:28]2[CH:31]=[CH:32][C:25]([F:24])=[CH:26][CH:27]=2)[CH2:10][CH2:9]1)[C:2]1[CH:7]=[CH:6][CH:5]=[CH:4][CH:3]=1 |f:1.2|. Procedure details: 2.00 g of 4-benzyl-4-dimethylaminocyclohexanol were dissolved in 20 ml of dimethylformamide; 1.06 g of potassium tert.-butoxide were added and stirring was carried out for 45 minutes, before 1.36 g of 4-fluorobenzyl chloride were added dropwise in the course of 30 minutes. After stirring overnight, the mixture was added to 25 ml of ice-water and extracted repeatedly with ethyl acetate. The combined extracts were washed with saturated sodium chloride solution, dried over sodium sulfate, filtered ... Starting materials: NC1=C(C(=O)N)C=C(C(=C1)F)F (2-amino-4,5-difluorobenzamide), II, ClC=1N=C(C2=C(N1)N(C=C2)S(=O)(=O)C2=CC=C(C=C2)C)Cl (2,4-dichloro-7-[(4-methylphenyl)sulfonyl]-7H-pyrrolo[2,3-d]pyrimidine). Product: ClC=1N=C(C2=C(N1)N(C=C2)S(=O)(=O)C2=CC=C(C=C2)C)NC2=C(C(=O)N)C=C(C(=C2)F)F (2-({2-chloro-7-[(4-methylphenyl)sulfonyl]-7H-pyrrolo[2,3-d]pyrimidin-4-yl}amino)-4,5-difluorobenzamide), solid. The yield is 43.0%. Reaction SMILES: [Cl:1][C:2]1[N:3]=[C:4](Cl)[C:5]2[CH:10]=[CH:9][N:8]([S:11]([C:14]3[CH:19]=[CH:18][C:17]([CH3:20])=[CH:16][CH:15]=3)(=[O:13])=[O:12])[C:6]=2[N:7]=1.[NH2:22][C:23]1[CH:31]=[C:30]([F:32])[C:29]([F:33])=[CH:28][C:24]=1[C:25]([NH2:27])=[O:26]>>[Cl:1][C:2]1[N:3]=[C:4]([NH:22][C:23]2[CH:31]=[C:30]([F:32])[C:29]([F:33])=[CH:28][C:24]=2[C:25]([NH2:27])=[O:26])[C:5]2[CH:10]=[CH:9][N:8]([S:11]([C:14]3[CH:19]=[CH:18][C:17]([CH3:20])=[CH:16][CH:15]=3)(=[O:13])=[O:12])[C:6]=2[N:7]=1. Procedure: Using General Protocol II and starting with 2,4-dichloro-7-[(4-methylphenyl)sulfonyl]-7H-pyrrolo[2,3-d]pyrimidine (3.0 g, 8.8 mmol) and 2-amino-4,5-difluorobenzamide (4.15 g, 23.9 mmol), 2-({2-chloro-7-[(4-methylphenyl)sulfonyl]-7H-pyrrolo[2,3-d]pyrimidin-4-yl}amino)-4,5-difluorobenzamide was isolated as a white solid (1.80 g, 43% Yield); 1H NMR (400 MHz, DMSO-d6) δ ppm 2.34 (s, 3H), 6.67 (d, J=4.03 Hz, 1 H), 7.46 (d, J=8.61 Hz, 2 H), 7.76 (d, J=4.03 Hz, 1 H), 7.92-8.01 (m, 4 H), 8.35 9s, 1 H), ... The reactants are OBO, N#Cc1ccc(Br)nc1, Oc1ccccc1. Product: N#Cc1ccc(-c2ccc(O)cc2)nc1. RXN SMILES: [BH:1]([OH:2])[OH:3].[Br:11][c:12]1[n:13][cH:14][c:15]([C:18]#[N:19])[cH:16][cH:17]1.[OH:4][c:5]1[cH:6][cH:7][cH:8][cH:9][cH:10]1>>[OH:4][c:5]1[cH:6][cH:7][c:8](-[c:12]2[n:13][cH:14][c:15]([C:18]#[N:19])[cH:16][cH:17]2)[cH:9][cH:10]1. The reactants are Cl.NC(C(C1=CC=CC=C1)Cl)C (2-amino-1-chloro-1-phenylpropane hydrochloride), S(=O)(Cl)Cl (thionyl chloride), [H+].C[C@@H]([C@@H](C1=CC=CC=C1)O)N.[Cl-] (norephedrine hydrochloride), [H][H] (hydrogen), [H][H] (hydrogen). The reagents and catalysts are [Pd] (palladium on carbon). The solvent is C(C)O (ethanol). The product is NC(C)CC1=CC=CC=C1 (amphetamine). Yield: 43.9%. Reaction SMILES: S(Cl)(Cl)=O.[H+].[CH3:6][C@H:7]([NH2:16])[C@H:8](O)[C:9]1[CH:14]=[CH:13][CH:12]=[CH:11][CH:10]=1.[Cl-].Cl.NC(C)C(Cl)C1C=CC=CC=1.[H][H]>C(O)C.[Pd]>[NH2:16][CH:7]([CH2:8][C:9]1[CH:14]=[CH:13][CH:12]=[CH:11][CH:10]=1)[CH3:6] |f:1.2.3,4.5|. Procedure: A 100 mL round bottom flask with a magnetic stirrer was charged with thionyl chloride (24.47 g, 15 mL) and norephedrine hydrochloride (5.38 g). The mixture was stirred and heated at reflux temperature for about 1 hour and allowed to cool to ambient temperature. The excess thionyl chloride was removed by evaporation on a rotary evaporator. The residue in the flask was triturated with ether (50 mL) and the solid collected. The crude solid product was recrystallized from methanol-isopropyl ether an... Reaction conditions: time 5 hour. RXN SMILES: [N+:1]([CH2:3][C:4]([O:6][CH3:7])=[O:5])#[C-].[CH:8]([C:10]1[CH:19]=[CH:18][CH:17]=[CH:16][C:11]=1[C:12]([O:14]C)=O)=O.[H-].[Na+].C(O)(=O)C>CN(C)C=O.O>[O:14]=[C:12]1[C:11]2[C:10](=[CH:19][CH:18]=[CH:17][CH:16]=2)[CH:8]=[C:3]([C:4]([O:6][CH3:7])=[O:5])[NH:1]1 |f:2.3|. Product: O=C1NC(=CC2=CC=CC=C12)C(=O)OC (methyl 1-oxo-1,2-dihydroisoquinoline-3-carboxylate). Procedure: A solution of methyl isocyanoacetate (4.20 mL, 46.2 mmol) and methyl 2-formylbenzoate (6.90 g, 42.0 mmol) in 30 mL of N,N-dimethylformamide was added dropwise to a suspension of sodium hydride (1.21 g, 50.4 mmol) in 20 mL of N,N-dimethylformamide. After 5 hr, the mixture was treated with 10% aqueous acetic acid and water and extracted 2× with ethyl acetate. The combined organic extracts were washed 3× with water and brine, dried with sodium sulfate, filtered, and concentrated in vacuo. The resid... Solvent: O (water), CN(C=O)C (N,N-dimethylformamide), CN(C=O)C (N,N-dimethylformamide). The reactants are C(C)(=O)O (acetic acid), [N+](#[C-])CC(=O)OC (methyl isocyanoacetate), C(=O)C1=C(C(=O)OC)C=CC=C1 (methyl 2-formylbenzoate), [H-].[Na+] (sodium hydride).